This data is from the Open Reaction Database (ORD), a public repository of structured organic reaction records. The task is: describe an organic reaction: reactants, conditions, products, and yield The reactants are [N+](=O)([O-])C1=CN=C(S1)SC1=[N+](C=CN=C1)[O-] (((5-Nitro-2-thiazolyl)thio)pyrazine 1-oxide), CO (methanol), ClC1=CC(=CC=C1)C(=O)OO (m-chloroperbenzoic acid). Solvent: C(Cl)(Cl)Cl (chloroform). Reaction conditions: time 8 hour. The product is [N+](=O)([O-])C1=CN=C(S1)S(=O)C1=[N+](C=CN=C1)[O-] (((5-Nitro-2-thiazolyl)sulfinyl)pyrazine 1-oxide). Isolated yield 27.5%. Reaction SMILES: [N+:1]([C:4]1[S:8][C:7]([S:9][C:10]2[CH:15]=[N:14][CH:13]=[CH:12][N+:11]=2[O-:16])=[N:6][CH:5]=1)([O-:3])=[O:2].ClC1C=CC=C(C(OO)=[O:25])C=1.CO>C(Cl)(Cl)Cl>[N+:1]([C:4]1[S:8][C:7]([S:9]([C:10]2[CH:15]=[N:14][CH:13]=[CH:12][N+:11]=2[O-:16])=[O:25])=[N:6][CH:5]=1)([O-:3])=[O:2]. Procedure details: To a stirred solution of 1.0 g (0.004 mol) of Compound 2 in 50 ml of chloroform was gradually added 2.0 g (0.010 mol) of 85% m-chloroperbenzoic acid. The reaction mixture was stirred overnight at room temperature and then filtered. The filtrate was washed with water, dilute bicarbonate and brine, and dried over MgSO4. Evaporation of the solvent afforded a yellow oil that solidified on standing. This crude product was recrystallized from CHCl3 /hexane and a second crop of crystals was recrystalli... As a reaction SMILES: [Br:12][CH:13]([C:14](=[O:15])[O:16][CH3:17])[CH3:18].[CH3:19][N:20]([CH3:21])[CH:22]=[O:23].[CH3:2][N+:3]([CH3:4])([CH3:5])[CH3:6].[OH-:1].[OH:7][CH2:8][C:9]([OH:10])=[O:11]>>[OH:7][CH2:8][C:9](=[O:10])[O:11][CH:13]([C:14](=[O:15])[O:16][CH3:17])[CH3:18]. The reactants are COC(=O)C(C)Br, CN(C)C=O, C[N+](C)(C)C, [OH-], O=C(O)CO. The product is COC(=O)C(C)OC(=O)CO.